This data is from the Open Reaction Database (ORD), a public repository of structured organic reaction records. The task is: describe an organic reaction: reactants, conditions, products, and yield Reactants: N#CNC12CC3CC(CC(C3)C1)C2, Clc1ccccc1, Cl, Cc1ccccc1N. Yields the product Cc1ccccc1NC(=N)NC12CC3CC(CC(C3)C1)C2. RXN SMILES: [C:1]12([NH:11][C:12]#[N:13])[CH2:2][CH:3]3[CH2:4][CH:5]([CH2:6][CH:7]([CH2:8]1)[CH2:9]3)[CH2:10]2.[Cl:23][c:24]1[cH:25][cH:26][cH:27][cH:28][cH:29]1.[ClH:14].[NH2:15][c:16]1[c:17]([CH3:22])[cH:18][cH:19][cH:20][cH:21]1>>[C:1]12([NH:11][C:12](=[NH:13])[NH:15][c:16]3[c:17]([CH3:22])[cH:18][cH:19][cH:20][cH:21]3)[CH2:2][CH:3]3[CH2:4][CH:5]([CH2:6][CH:7]([CH2:8]1)[CH2:9]3)[CH2:10]2. Starting materials: C(C)(C)(C)OC(=O)N1C(C=CC(=C1)Br)C1CCNCC1 (5-Bromo-3′,4′,5′,6′-tetrahydro-2′H-[2,4′]bipyridinyl-1-carboxylic acid tert-butyl ester), N1(CCOCC1)C1=CC=C(C=C1)B(O)O (4-morpholinylphenylboronic acid), C(=O)([O-])[O-].[Na+].[Na+] (Na2CO3). Reagents/catalysts: C1=CC=C(C=C1)P(C2=CC=CC=C2)C3=CC=CC=C3.C1=CC=C(C=C1)P(C2=CC=CC=C2)C3=CC=CC=C3.Cl[Pd]Cl (bis(triphenylphosphine)-palladium(II)chloride). The solvent is C(C)#N (acetonitrile). Conditions: temperature 85 celsius. Product: C(C)(C)(C)OC(=O)N1CCC(CC1)C1=NC=C(C=C1)C1=CC=C(C=C1)N1CCOCC1 (5-(4-Morpholin-4-ylphenyl)-3′,4′,5′,6′-tetrahydro-2′H-[2,4′]bipyridinyl-1′-carboxylic acid tert-butyl ester). Reaction SMILES: C(OC([N:8]1[CH:13]=[C:12](Br)[CH:11]=[CH:10][CH:9]1[CH:15]1[CH2:20][CH2:19][NH:18][CH2:17][CH2:16]1)=O)(C)(C)C.[N:21]1([C:27]2[CH:32]=[CH:31][C:30](B(O)O)=[CH:29][CH:28]=2)[CH2:26][CH2:25][O:24][CH2:23][CH2:22]1.[C:36]([O-:39])([O-])=[O:37].[Na+].[Na+]>C1C=CC(P(C2C=CC=CC=2)C2C=CC=CC=2)=CC=1.C1C=CC(P(C2C=CC=CC=2)C2C=CC=CC=2)=CC=1.Cl[Pd]Cl.C(#N)C>[C:15]([O:39][C:36]([N:18]1[CH2:17][CH2:16][CH:15]([C:9]2[CH:10]=[CH:11][C:12]([C:30]3[CH:31]=[CH:32][C:27]([N:21]4[CH2:26][CH2:25][O:24][CH2:23][CH2:22]4)=[CH:28][CH:29]=3)=[CH:13][N:8]=2)[CH2:20][CH2:19]1)=[O:37])([CH3:20])([CH3:16])[CH3:9] |f:2.3.4,5.6.7|. Procedure: 5-Bromo-3′,4′,5′,6′-tetrahydro-2′H-[2,4′]bipyridinyl-1-carboxylic acid tert-butyl ester (0.6 g, 1.8 mmol), 4-morpholinylphenylboronic acid (400 mg, 1.9 mmol), bis(triphenylphosphine)-palladium(II)chloride (0.06 g, 0.09 mmol), 1 M Na2CO3 (4 ml) and acetonitrile (4 ml) were mixed in a 5 mL microwave vial. The reaction mixture was heated 1500 sec at 85° C. The water layer was removed. The acetonitrile phase was filtered and evaporated. The remainder was purified on a silicagel column with heptane: ... Starting materials: ClC(C)(CCC(C)(C)Cl)C (2,5-dichloro-2,5-dimethylhexane), BrC1=C(C=CC=C1)O (2-bromophenol), ClCCl (dichloromethane), [Al+3].[Cl-].[Cl-].[Cl-] (AlCl3). Run in O (water). Product: BrC1=CC=2C(CCC(C2C=C1O)(C)C)(C)C (2-bromo-3-hydroxy-5,6,7,8-tetrahydro-5,5,8,8-tetramethylnaphthalene). Reaction SMILES: Cl[C:2]([CH3:10])([CH2:4][CH2:5][C:6](Cl)([CH3:8])[CH3:7])[CH3:3].[Br:11][C:12]1[CH:17]=[CH:16][CH:15]=[CH:14][C:13]=1[OH:18].ClCCl.[Al+3].[Cl-].[Cl-].[Cl-]>O>[Br:11][C:12]1[C:13]([OH:18])=[CH:14][C:15]2[C:6]([CH3:8])([CH3:7])[CH2:5][CH2:4][C:2]([CH3:10])([CH3:3])[C:16]=2[CH:17]=1 |f:3.4.5.6|. Procedure details: 36.6 g (0.2 mol) of 2,5-dichloro-2,5-dimethylhexane, 34.6 g (0.2 mol) of 2-bromophenol and 400 ml of dichloromethane were introduced successively into a three-necked flask. 26.6 g (0.2 mol) of AlCl3 were added in small amounts at 0° C. and stirring was carried out until gas evolution had ceased (violent reaction). The reaction mixture was poured into water and the organic phase was separated by settling, washed with an aqueous sodium bicarbonate solution, dried over magnesium sulfate and evapora... Reactants: [BH4-], CI, COC(=O)c1[nH]c2ccsc2c1CN(C)C, CC1CCCCC1, Cl, [Na+]. Product: COC(=O)c1[nH]c2ccsc2c1C. As a reaction SMILES: [BH4-:19].[CH3:17][I:18].[CH3:1][N:2]([CH3:3])[CH2:4][c:5]1[c:6]2[c:7]([nH:8][c:9]1[C:10](=[O:11])[O:12][CH3:13])[cH:14][cH:15][s:16]2.[CH3:22][CH:23]1[CH2:24][CH2:25][CH2:26][CH2:27][CH2:28]1.[ClH:21].[Na+:20]>>[CH3:4][c:5]1[c:6]2[c:7]([nH:8][c:9]1[C:10](=[O:11])[O:12][CH3:13])[cH:14][cH:15][s:16]2. Reactants: FC1=CC=C(C=C1)C1=C(C(=CC=C1)C(C)C)/C=C/CO ((E)-3-[4'-fluoro-3-(1-methylethyl)[1,1'-biphenyl]-2-yl]-2-propen-1-ol), COC(C(=O)C1=CC=C(C=C1)O)=O (4-hydroxyphenylglyoxylic acid methyl ester), C1(=CC=CC=C1)P(C1=CC=CC=C1)C1=CC=CC=C1 (triphenylphosphine). Solvent: O1CCCC1 (tetrahydrofuran). Product: COC(C(C1=CC=C(C=C1)OC\C=C\C1=C(C=CC=C1C(C)C)C1=CC=C(C=C1)F)=O)=O ((E)-4-[3-[4'-fluoro-3-(1-methylethyl)[1,1'-biphenyl]-2-yl]-2-propenyloxy]-alpha-oxobenzeneacetic acid methyl ester). The yield is 59.3%. As a reaction SMILES: [F:1][C:2]1[CH:7]=[CH:6][C:5]([C:8]2[CH:13]=[CH:12][CH:11]=[C:10]([CH:14]([CH3:16])[CH3:15])[C:9]=2/[CH:17]=[CH:18]/[CH2:19][OH:20])=[CH:4][CH:3]=1.[CH3:21][O:22][C:23](=[O:33])[C:24]([C:26]1[CH:31]=[CH:30][C:29](O)=[CH:28][CH:27]=1)=[O:25].C1(P(C2C=CC=CC=2)C2C=CC=CC=2)C=CC=CC=1>O1CCCC1>[CH3:21][O:22][C:23](=[O:33])[C:24](=[O:25])[C:26]1[CH:27]=[CH:28][C:29]([O:20][CH2:19]/[CH:18]=[CH:17]/[C:9]2[C:10]([CH:14]([CH3:16])[CH3:15])=[CH:11][CH:12]=[CH:13][C:8]=2[C:5]2[CH:4]=[CH:3][C:2]([F:1])=[CH:7][CH:6]=2)=[CH:30][CH:31]=1. Reported procedure: As in Example 15, (E)-3-[4'-fluoro-3-(1-methylethyl)[1,1'-biphenyl]-2-yl]-2-propen-1-ol (0.58 g) was reacted with 4-hydroxyphenylglyoxylic acid methyl ester (0.387 g) in the presence of diethyl azoclicarboxylate (0.448 g) and triphenylphosphine (0.68 g) in tetrahydrofuran (25 mL). The usual work up afforded 1.3 g of a crude mixture that was purified by flash chromatography over silica gel (130 g; ethyl acetate-hexane; 3:7) to furnish 0.55 g of (E)-4-[3-[4'-fluoro-3-(1-methylethyl)[1,1'-biphenyl]... Starting materials: COC(=O)C(C)(C)c1ccccc1, O=S(=O)(O)Cl, ClCCl. Product: CO, Cc1ccccc1. RXN SMILES: [CH3:1][O:2][C:3]([C:4]([c:6]1[cH:7][cH:8][cH:9][cH:10][cH:11]1)([CH3:12])[CH3:13])=[O:5].[Cl:14][S:15]([OH:16])(=[O:17])=[O:18].[Cl:19][CH2:20][Cl:21]>>[CH3:1][OH:2].[CH3:4][c:6]1[cH:7][cH:8][cH:9][cH:10][cH:11]1.